Dataset: the Open Reaction Database (ORD), a public repository of structured organic reaction records. Task: describe an organic reaction: reactants, conditions, products, and yield Solvent: O1CCCC1 (tetrahydrofuran), O1CCCC1 (tetrahydrofuran). Reported procedure: i-Propylmagnesium chloride (0.5 mol) in tetrahydrofuran (200 ml) was treated with 7-methoxy-3,7-dimethyl-1-octene (85 g), followed by dropwise addition of a tri-isobutyl vanadate (7.0 g) in tetrahydrofuran (40 ml) at room temperature. The reaction mixture was then refluxed under nitrogen for 5 h when an aliquot showed a 72% conversion and 87% theoretical yield of the Grignard reagent. Product: COC(CCCC(CC[Mg]Cl)C)(C)C (7-Methoxy-3,7-dimethyl-octylmagnesium Chloride). The reactants are C(C)(C)[Mg]Cl (i-Propylmagnesium chloride), COC(CCCC(C=C)C)(C)C (7-methoxy-3,7-dimethyl-1-octene), tri-isobutyl vanadate, Grignard reagent. Reaction SMILES: [CH:1]([Mg:4][Cl:5])(C)[CH3:2].[CH3:6][O:7][C:8]([CH3:17])([CH3:16])[CH2:9][CH2:10][CH2:11][CH:12](C)[CH:13]=C>O1CCCC1>[CH3:6][O:7][C:8]([CH3:17])([CH3:16])[CH2:9][CH2:10][CH2:11][CH:12]([CH3:13])[CH2:2][CH2:1][Mg:4][Cl:5]. The reactants are compound A, ClC1=C(C=CC(=C1)Cl)C1=CC2=C(N(C3=CC=C(C=C23)C=2N=C(SC2)C=O)C)N(C1=O)C (4-[3-(2,4-dichlorophenyl)-1,9-dimethyl-2-oxo-2,9-dihydro-1H-pyrido[2,3-b]indol-6-yl]-thiazole-2-carbaldehyde), C[Mg]Br (methylmagnesium bromide). The product is ClC1=C(C=CC(=C1)Cl)C1=CC2=C(N(C3=CC=C(C=C23)C=2N=C(SC2)C(C)O)C)N(C1=O)C (3-(2,4-Dichlorophenyl)-6-[2-(1-hydroxyethyl)thiazol-4-yl]-1,9-dimethyl-1,9-dihydropyrido[2,3-b]indol-2-one). As a reaction SMILES: [Cl:1][C:2]1[CH:7]=[C:6]([Cl:8])[CH:5]=[CH:4][C:3]=1[C:9]1[C:29](=[O:30])[N:28]([CH3:31])[C:12]2[N:13]([CH3:27])[C:14]3[C:19]([C:11]=2[CH:10]=1)=[CH:18][C:17]([C:20]1[N:21]=[C:22]([CH:25]=[O:26])[S:23][CH:24]=1)=[CH:16][CH:15]=3.[CH3:32][Mg]Br>>[Cl:1][C:2]1[CH:7]=[C:6]([Cl:8])[CH:5]=[CH:4][C:3]=1[C:9]1[C:29](=[O:30])[N:28]([CH3:31])[C:12]2[N:13]([CH3:27])[C:14]3[C:19]([C:11]=2[CH:10]=1)=[CH:18][C:17]([C:20]1[N:21]=[C:22]([CH:25]([OH:26])[CH3:32])[S:23][CH:24]=1)=[CH:16][CH:15]=3. Procedure: The process is carried out as indicated in Example 139 above, with compound A, 4-[3-(2,4-dichlorophenyl)-1,9-dimethyl-2-oxo-2,9-dihydro-1H-pyrido[2,3-b]indol-6-yl]-thiazole-2-carbaldehyde, and methylmagnesium bromide. As a reaction SMILES: [CH2:21]([N+:22]([CH2:23][CH2:24][CH2:25][CH3:26])([CH2:27][CH2:28][CH2:29][CH3:30])[CH2:31][CH2:32][CH2:33][CH3:34])[CH2:35][CH2:36][CH3:37].[Cl-:20].[Cl:11][c:12]1[cH:13][cH:14][c:15]([NH:18][NH2:19])[cH:16][cH:17]1.[Cl:1][CH2:2][CH2:3][N:4]1[CH2:5][CH2:6][CH2:7][CH2:8][CH2:9]1.[ClH:10].[Na+:39].[OH-:38].[OH2:40]>>[CH2:2]([CH2:3][N:4]1[CH2:5][CH2:6][CH2:7][CH2:8][CH2:9]1)[N:18]([c:15]1[cH:14][cH:13][c:12]([Cl:11])[cH:17][cH:16]1)[NH2:19]. Starting materials: CCCC[N+](CCCC)(CCCC)CCCC, [Cl-], NNc1ccc(Cl)cc1, ClCCN1CCCCC1, Cl, [Na+], [OH-], O. The product is NN(CCN1CCCCC1)c1ccc(Cl)cc1. The reactants are C1CC2=CC=CC=C2C(=O)C1 (α-tetralone), CSC.B (borane methylsulfide), O1NBCC1 (oxazaborolidine), exo-3-amino-2-hydroxybornane. Solvent: C1CCOC1 (THF). Conditions: temperature 0 celsius, time 15 minute. Yields the product C1CC2=CC=CC=C2CC1O (tetralol). As a reaction SMILES: [CH2:1]1[CH2:11][C:9](=O)[C:8]2[C:3](=[CH:4][CH:5]=[CH:6][CH:7]=2)[CH2:2]1.[O:12]1CCBN1.CSC.B>C1COCC1>[CH2:1]1[CH:11]([OH:12])[CH2:9][C:8]2[C:3](=[CH:4][CH:5]=[CH:6][CH:7]=2)[CH2:2]1 |f:2.3|. Reported procedure: Preparation of the Compound of Formula (II) wherein R1 is CH3 ##STR12## Cis, exo-3-amino-2-hydroxybornane (1.0 g, 5.9 mmol), toluene (18 mL), and trimethylboroxine (0.56 mL) were combined at ambient temperature and stirred for 16 hr. Water, toluene and excess boroxine were distilled off until about 8 mL volume remained. The reaction was chased with toluene (3×11 mL), and the remainder of toluene removed under vacuum to afford the oxazaborolidine as a pale yellow oil (1.10 g, 98%). To a solution ... Reactants: [Br-], CC(=O)c1ccc(N2CCN(C(=O)c3cc([N+](=O)[O-])ccc3Br)CC2)c(F)c1, Cc1ccc(B(O)O)cc1, CCCC[N+](CCCC)(CCCC)CCCC, [Na+], [Na+], O=C([O-])[O-], CC(=O)[O-], CC(=O)[O-], O, [Pd+2]. Yields the product CC(=O)c1ccc(N2CCN(C(=O)c3cc([N+](=O)[O-])ccc3-c3ccc(C)cc3)CC2)c(F)c1. As a reaction SMILES: [Br-:45].[Br:1][c:2]1[c:3]([C:4](=[O:5])[N:6]2[CH2:7][CH2:8][N:9]([c:12]3[c:13]([F:21])[cH:14][c:15]([C:18]([CH3:19])=[O:20])[cH:16][cH:17]3)[CH2:10][CH2:11]2)[cH:22][c:23]([N+:26](=[O:27])[O-:28])[cH:24][cH:25]1.[CH3:29][c:30]1[cH:31][cH:32][c:33]([B:36]([OH:37])[OH:38])[cH:34][cH:35]1.[CH3:46][CH2:47][CH2:48][CH2:49][N+:50]([CH2:51][CH2:52][CH2:53][CH3:54])([CH2:55][CH2:56][CH2:57][CH3:58])[CH2:59][CH2:60][CH2:61][CH3:62].[Na+:39].[Na+:40].[O-:41][C:42](=[O:43])[O-:44].[O-:65][C:66]([CH3:67])=[O:68].[O-:69][C:70]([CH3:71])=[O:72].[OH2:63].[Pd+2:64]>>[c:2]1(-[c:33]2[cH:32][cH:31][c:30]([CH3:29])[cH:35][cH:34]2)[c:3]([C:4](=[O:5])[N:6]2[CH2:7][CH2:8][N:9]([c:12]3[c:13]([F:21])[cH:14][c:15]([C:18]([CH3:19])=[O:20])[cH:16][cH:17]3)[CH2:10][CH2:11]2)[cH:22][c:23]([N+:26](=[O:27])[O-:28])[cH:24][cH:25]1. RXN SMILES: [H-].[Na+].Br[C:4]1[CH:5]=[N:6][CH:7]=[C:8]([Br:10])[CH:9]=1.[Cl-].[NH4+].[C:13]1([SH:19])[CH:18]=[CH:17][CH:16]=[CH:15][CH:14]=1>CN(C)C=O>[Br:10][C:8]1[CH:7]=[N:6][CH:5]=[C:4]([S:19][C:13]2[CH:18]=[CH:17][CH:16]=[CH:15][CH:14]=2)[CH:9]=1 |f:0.1,3.4|. Reported procedure: In a volume of 268 μl of thiophenol was dissolved in 8 ml of dimethylformamide, added with 62.6 mg of sodium hydride at room temperature, and stirred for 1 hour. The reaction system was added with 618 mg of 3,5-dibromopyridine, heated to 130° C., and stirred under the same condition for 6.5 hours. The reaction system was added with saturated aqueous ammonium chloride, and extracted with ethyl acetate, and the organic layer was concentrated under reduced pressure. The resulting residue was purifi... Reactants: [H-].[Na+] (sodium hydride), BrC=1C=NC=C(C1)Br (3,5-dibromopyridine), [Cl-].[NH4+] (ammonium chloride), C1(=CC=CC=C1)S (thiophenol). Product: BrC=1C=NC=C(C1)SC1=CC=CC=C1 (3-bromo-5-(phenylthio)pyridine). Conditions: temperature 130 celsius, time 1 hour. The solvent is CN(C=O)C (dimethylformamide).